Dataset: the Open Reaction Database (ORD), a public repository of structured organic reaction records. Task: describe an organic reaction: reactants, conditions, products, and yield The reactants are C(C1=CC=CC=C1)C1=NC=C(C(=N1)C)C(=O)OCC (ethyl 2-benzyl-4-methylpyrimidine-5-carboxylate), [OH-].[Na+] (sodium hydroxide). The solvent is C(C)O (ethanol). Conditions: time 15 hour. Yields the product C(C1=CC=CC=C1)C1=NC=C(C(=N1)C)C(=O)O (2-benzyl-4-methylpyrimidine-5-carboxylic acid). The yield is 91.0%. As a reaction SMILES: [CH2:1]([C:8]1[N:13]=[C:12]([CH3:14])[C:11]([C:15]([O:17]CC)=[O:16])=[CH:10][N:9]=1)[C:2]1[CH:7]=[CH:6][CH:5]=[CH:4][CH:3]=1.[OH-].[Na+]>C(O)C>[CH2:1]([C:8]1[N:13]=[C:12]([CH3:14])[C:11]([C:15]([OH:17])=[O:16])=[CH:10][N:9]=1)[C:2]1[CH:3]=[CH:4][CH:5]=[CH:6][CH:7]=1 |f:1.2|. Reported procedure: To 40 ml of ethanol, 10.0 g (39 mmol) of ethyl 2-benzyl-4-methylpyrimidine-5-carboxylate was dissolved, followed by adding 12.5 g (78 mmol) of 25% sodium hydroxide aqueous solution and stirring at room temperature for 15 hours. Ethanol was then removed, and the residue was dissolved in 100 ml of water, and 10% hydrochloric acid was added to make acidic. Crystal precipitated was filtered, washed with water and dried to obtain 8.10 g (yield: 91%) of 2-benzyl-4-methylpyrimidine-5-carboxylic acid. Reactants: C(C1=CC=CC=C1)OC1=CC(N(C=C1)C=1NC(=C(N1)C)C(=O)O)=O (2-(4-(benzyloxy)-2-oxopyridin-1(2H)-yl)-4-methyl-1H-imidazole-5-carboxylic acid), NCC=1C=NC=CC1 (3-(aminomethyl)pyridine). Product: C(C1=CC=CC=C1)OC1=CC(N(C=C1)C=1NC(=C(N1)C)C(=O)NCC=1C=NC=CC1)=O (2-(4-(Benzyloxy)-2-oxopyridin-1(2H)-yl)-4-methyl-N-(pyridin-3-ylmethyl)-1H-imidazole-5-carboxamide). Yield: 63.0%. Reaction SMILES: [CH2:1]([O:8][C:9]1[CH:14]=[CH:13][N:12]([C:15]2[NH:16][C:17]([C:21](O)=[O:22])=[C:18]([CH3:20])[N:19]=2)[C:11](=[O:24])[CH:10]=1)[C:2]1[CH:7]=[CH:6][CH:5]=[CH:4][CH:3]=1.[NH2:25][CH2:26][C:27]1[CH:28]=[N:29][CH:30]=[CH:31][CH:32]=1>>[CH2:1]([O:8][C:9]1[CH:14]=[CH:13][N:12]([C:15]2[NH:16][C:17]([C:21]([NH:25][CH2:26][C:27]3[CH:28]=[N:29][CH:30]=[CH:31][CH:32]=3)=[O:22])=[C:18]([CH3:20])[N:19]=2)[C:11](=[O:24])[CH:10]=1)[C:2]1[CH:7]=[CH:6][CH:5]=[CH:4][CH:3]=1. Procedure details: Following the procedure as described in Example 1, making variations only as required to use 2-(4-(benzyloxy)-2-oxopyridin-1(2H)-yl)-4-methyl-1H-imidazole-5-carboxylic acid in place of 4-methyl-2-(2-oxo-4-phenylpyridin-1(2H)-yl)thiazole-5-carboxylic acid to react with 3-(aminomethyl)pyridine, the title compound was obtained as a colorless solid in 63% yield: mp 203-204° C.; 1H NMR (300 MHz, DMSO-d6) δ 12.70 (br s, 1H), 8.58-8.51 (m, 2H), 8.43 (d, J=3.9 Hz, 1H), 8.01 (d, J=7.8 Hz, 1H), 7.70 (d, J... Reactants: O1CCOCC1 (dioxane), [OH-].[Na+] (sodium hydroxide), ClC1=CC=C(C=C1)S(=O)(=O)NC(C(=O)NNC(NC)=S)CCC (2-(2-{[(4-chlorophenyl)sulfonyl]amino}pentanoyl)-N-methylhydrazine carbothioamide). The solvent is CO (methanol). Conditions: time 30 minute. Yields the product ClC1=CC=C(C=C1)S(=O)(=O)NC(CCC)C1=NN=C(N1C)S (4-Chloro-N-[1-(5-mercapto-4-methyl-4H-1,2,4-triazol-3-yl)butyl]benzenesulfonamide). Reaction SMILES: [OH-].[Na+].O1CCOCC1.[Cl:9][C:10]1[CH:15]=[CH:14][C:13]([S:16]([NH:19][CH:20]([CH2:29][CH2:30][CH3:31])[C:21]([NH:23][NH:24][C:25](=[S:28])[NH:26][CH3:27])=O)(=[O:18])=[O:17])=[CH:12][CH:11]=1>CO>[Cl:9][C:10]1[CH:15]=[CH:14][C:13]([S:16]([NH:19][CH:20]([C:21]2[N:26]([CH3:27])[C:25]([SH:28])=[N:24][N:23]=2)[CH2:29][CH2:30][CH3:31])(=[O:18])=[O:17])=[CH:12][CH:11]=1 |f:0.1|. Procedure: An aqueous solution (8.5 ml) of sodium hydroxide (1 mol/liter) was added, at room temperature, to a mixed solution in methanol (9.5 ml) and dioxane (19 ml) of the 2-(2-{[(4-chlorophenyl)sulfonyl]amino}pentanoyl)-N-methylhydrazine carbothioamide (2.157 g) obtained in Example 1-(3). The mixture was stirred for 30 minutes, and then stirred for 30 minutes at 85° C. The solvent was distilled off from the reaction mixture, and an aqueous solution (20 ml) of hydrochloric acid (0.5 mol/liter) was added ... Reactants: Br.Br.OC1=CC=C(C=C1)N1CCNCC1 (1-(4-hydroxyphenyl)piperazine dihydrobromide), ClC1=NN=CC2=CC=CC=C12 (1-chlorophthalazine), C(=O)([O-])[O-].[K+].[K+] (K2CO3), CN(C)C=O (DMF), C(=O)([O-])[O-].[K+].[K+] (K2CO3), C(=O)([O-])[O-].[K+].[K+] (K2CO3). Solvent: C(Cl)Cl (CH2Cl2). Conditions: temperature 85 celsius, time 3 hour. Yields the product OC1=CC=C(C=C1)N1CCN(CC1)C1=NN=CC2=CC=CC=C12 (1-(4-hydroxyphenyl)-4-(1-phthalazinyl)piperazine). Isolated yield 15.9%. As a reaction SMILES: Br.Br.[OH:3][C:4]1[CH:9]=[CH:8][C:7]([N:10]2[CH2:15][CH2:14][NH:13][CH2:12][CH2:11]2)=[CH:6][CH:5]=1.Cl[C:17]1[C:26]2[C:21](=[CH:22][CH:23]=[CH:24][CH:25]=2)[CH:20]=[N:19][N:18]=1.C([O-])([O-])=O.[K+].[K+].CN(C=O)C>C(Cl)Cl>[OH:3][C:4]1[CH:5]=[CH:6][C:7]([N:10]2[CH2:15][CH2:14][N:13]([C:17]3[C:26]4[C:21](=[CH:22][CH:23]=[CH:24][CH:25]=4)[CH:20]=[N:19][N:18]=3)[CH2:12][CH2:11]2)=[CH:8][CH:9]=1 |f:0.1.2,4.5.6|. Procedure: A mixture of 5.11 g (15 mmol) of 1-(4-hydroxyphenyl)piperazine dihydrobromide, 2.48 g (15 mmol) of 1-chlorophthalazine, 2.08 g (15 mmol) of powdered K2CO3 and 55 ml of absolute DMF was warmed to 85° C., and 346 mg of powdered K2CO3 were added at 85° C. with stirring in each case after 10 minutes, after a further 25 minutes and after a further 60 minutes (a total of 1.038 g, 7.51 mmol of K2CO3), and the mixture was stirred for a further 2 hours at 90° C. and 3 hours at 105° C. The DMF was then re... Reactants: C(C)(C)C1=C(C(=CC(=C1)C(C)C)C(C)C)S(=O)(=O)NN=C(CCN(C)C)C1=CC=CC=C1 (β-dimethylaminopropiophenone 2,4,6-triisopropylbenzenesulphonylhydrazone), powder, FC1=C(C=O)C=CC=C1 (2-fluorobenzaldehyde). Product: C1(CCCCC1)C(C(=CCN(C)C)C1=CC=CC=C1)O (1-cyclohexyl-4-dimethylamino-2-phenyl-2-buten-1-ol). RXN SMILES: C(C1C=C(C(C)C)C=C(C(C)C)C=1S(NN=[C:21]([C:27]1[CH:32]=[CH:31][CH:30]=[CH:29][CH:28]=1)[CH2:22][CH2:23][N:24]([CH3:26])[CH3:25])(=O)=O)(C)C.F[C:34]1[CH:41]=[CH:40][CH:39]=[CH:38][C:35]=1[CH:36]=[O:37]>>[CH:35]1([CH:36]([OH:37])[C:21]([C:27]2[CH:28]=[CH:29][CH:30]=[CH:31][CH:32]=2)=[CH:22][CH2:23][N:24]([CH3:25])[CH3:26])[CH2:38][CH2:39][CH2:40][CH2:41][CH2:34]1. Procedure: By using a method similar to that described in Example 22, but starting from β-dimethylaminopropiophenone 2,4,6-triisopropylbenzenesulphonylhydrazone (10 g) and 2-fluorobenzaldehyde (2.6 cc), 4-dimethylamino-1-(2-fluorophenyl)-2-phenyl-2-buten-1-ol (Z) hydrochloride (3.5 g) is obtained in the form of a white powder melting at 175° C. after recrystallisation from a mixture (90 cc) of isopropanol and isopropyl ether (60/40 by volume). Product: CC(C)(C)NC(=O)c1ccc(C(CC2CCCC2)c2cc3cc(F)cnc3[nH]2)cc1. RXN SMILES: [C:1]([CH3:2])([CH3:3])([CH3:4])[NH:5][C:6]([c:7]1[cH:8][cH:9][c:10]([C:13](=[CH:14][CH:15]2[CH2:16][CH2:17][CH2:18][CH2:19]2)[c:20]2[cH:21][c:22]3[c:23]([n:24][cH:25][c:26]([F:28])[cH:27]3)[nH:29]2)[cH:11][cH:12]1)=[O:30].[CH3:31][OH:32]>>[C:1]([CH3:2])([CH3:3])([CH3:4])[NH:5][C:6]([c:7]1[cH:8][cH:9][c:10]([CH:13]([CH2:14][CH:15]2[CH2:16][CH2:17][CH2:18][CH2:19]2)[c:20]2[cH:21][c:22]3[c:23]([n:24][cH:25][c:26]([F:28])[cH:27]3)[nH:29]2)[cH:11][cH:12]1)=[O:30]. Reactants: CC(C)(C)NC(=O)c1ccc(C(=CC2CCCC2)c2cc3cc(F)cnc3[nH]2)cc1, CO. The reactants are O (Water), C(=O)[O-].[Na+] (sodium formate), C(C)(=O)O (acetic acid), FC(OC1=C(C=CC=C1)C1=CC(=C(C(=O)OC(C)(C)C)C=C1)[N+](=O)[O-])F (tert-butyl 4-(2-(difluoromethoxy)phenyl)-2-nitrobenzoate). The reagents and catalysts are [C].[Pd] (palladium-carbon). The solvent is CC(C)O (2-propanol). Product: NC1=C(C(=O)OC(C)(C)C)C=CC(=C1)C1=C(C=CC=C1)OC(F)F (tert-butyl 2-amino-4-(2-(difluoromethoxy)phenyl)benzoate). Yield: 90.8%. Reaction SMILES: O.C([O-])=O.[Na+].C(O)(=O)C.[F:10][CH:11]([F:35])[O:12][C:13]1[CH:18]=[CH:17][CH:16]=[CH:15][C:14]=1[C:19]1[CH:31]=[CH:30][C:22]([C:23]([O:25][C:26]([CH3:29])([CH3:28])[CH3:27])=[O:24])=[C:21]([N+:32]([O-])=O)[CH:20]=1>[C].[Pd].CC(O)C>[NH2:32][C:21]1[CH:20]=[C:19]([C:14]2[CH:15]=[CH:16][CH:17]=[CH:18][C:13]=2[O:12][CH:11]([F:10])[F:35])[CH:31]=[CH:30][C:22]=1[C:23]([O:25][C:26]([CH3:29])([CH3:28])[CH3:27])=[O:24] |f:1.2,5.6|. Procedure: Water (0.53 mL), sodium formate (0.13 g), acetic acid (0.13 mL), and 10% palladium-carbon (35 mg) were added to a 2-propanol (2.1 mL) solution of tert-butyl 4-(2-(difluoromethoxy)phenyl)-2-nitrobenzoate (0.18 g), followed by heating to reflux for 2 hours. The reaction mixture was cooled to room temperature, and then the insoluble substance was removed by filtration. The solvent was evaporated under reduced pressure, and ethyl acetate and a saturated aqueous solution of sodium bicarbonate were ad...